From a dataset of the Open Reaction Database (ORD), a public repository of structured organic reaction records. describe an organic reaction: reactants, conditions, products, and yield The reactants are CCCC(=O)c1cnc2c(F)cccc2c1Cl, Cc1cc(O)ccc1N, C1COCCO1. Product: CCCC(=O)c1cnc2c(F)cccc2c1Nc1ccc(O)cc1C. Reaction SMILES: [C:1]([CH2:2][CH2:3][CH3:4])(=[O:5])[c:6]1[cH:7][n:8][c:9]2[c:10]([F:17])[cH:11][cH:12][cH:13][c:14]2[c:15]1[Cl:16].[CH3:18][c:19]1[cH:20][c:21]([OH:22])[cH:23][cH:24][c:25]1[NH2:26].[O:27]1[CH2:28][CH2:29][O:30][CH2:31][CH2:32]1>>[C:1]([CH2:2][CH2:3][CH3:4])(=[O:5])[c:6]1[cH:7][n:8][c:9]2[c:10]([F:17])[cH:11][cH:12][cH:13][c:14]2[c:15]1[NH:26][c:25]1[c:19]([CH3:18])[cH:20][c:21]([OH:22])[cH:23][cH:24]1. Reactants: ClCCl, CCN(C(C)C)C(C)C, O=S(=O)(Cl)CCCCl, Cl, Cl, COc1cc2ncnc(Nc3cccc(Cl)c3F)c2cc1OC1CCNCC1. Product: COc1cc2ncnc(Nc3cccc(Cl)c3F)c2cc1OC1CCN(S(=O)(=O)CCCCl)CC1. As a reaction SMILES: [CH2:48]([Cl:49])[Cl:50].[CH:39]([N:40]([CH:41]([CH3:42])[CH3:43])[CH2:44][CH3:45])([CH3:46])[CH3:47].[Cl:1][CH2:2][CH2:3][CH2:4][S:5](=[O:6])(=[O:7])[Cl:8].[ClH:10].[ClH:9].[NH:11]1[CH2:12][CH2:13][CH:14]([O:17][c:18]2[cH:19][c:20]3[c:21]([NH:30][c:31]4[c:32]([F:38])[c:33]([Cl:37])[cH:34][cH:35][cH:36]4)[n:22][cH:23][n:24][c:25]3[cH:26][c:27]2[O:28][CH3:29])[CH2:15][CH2:16]1>>[Cl:1][CH2:2][CH2:3][CH2:4][S:5](=[O:6])(=[O:7])[N:11]1[CH2:12][CH2:13][CH:14]([O:17][c:18]2[cH:19][c:20]3[c:21]([NH:30][c:31]4[c:32]([F:38])[c:33]([Cl:37])[cH:34][cH:35][cH:36]4)[n:22][cH:23][n:24][c:25]3[cH:26][c:27]2[O:28][CH3:29])[CH2:15][CH2:16]1. Reactants: O=C(Cl)c1ccccc1Cl, Nc1cccc(-c2nn3ccccc3c2-c2ccnc(Nc3ccc4c(c3)OCCO4)n2)c1. RXN SMILES: [Cl:34][C:35](=[O:36])[c:37]1[cH:38][cH:39][cH:40][cH:41][c:42]1[Cl:43].[NH2:1][c:2]1[cH:3][c:4](-[c:8]2[n:9][n:10]3[c:11]([cH:12][cH:13][cH:14][cH:15]3)[c:16]2-[c:17]2[n:18][c:19]([NH:23][c:24]3[cH:25][c:26]4[c:27]([cH:32][cH:33]3)[O:28][CH2:29][CH2:30][O:31]4)[n:20][cH:21][cH:22]2)[cH:5][cH:6][cH:7]1>>[NH:1]([c:2]1[cH:3][c:4](-[c:8]2[n:9][n:10]3[c:11]([cH:12][cH:13][cH:14][cH:15]3)[c:16]2-[c:17]2[n:18][c:19]([NH:23][c:24]3[cH:25][c:26]4[c:27]([cH:32][cH:33]3)[O:28][CH2:29][CH2:30][O:31]4)[n:20][cH:21][cH:22]2)[cH:5][cH:6][cH:7]1)[C:35](=[O:36])[c:37]1[cH:38][cH:39][cH:40][cH:41][c:42]1[Cl:43]. Product: O=C(Nc1cccc(-c2nn3ccccc3c2-c2ccnc(Nc3ccc4c(c3)OCCO4)n2)c1)c1ccccc1Cl. The reactants are CC([O-])=S, CC(C)=O, [K+], Cc1ccc(S(=O)(=O)OC(C)Cc2cccnn2)cc1. Yields the product CC(=O)SC(C)Cc1cccnn1. As a reaction SMILES: [C:21]([CH3:22])(=[S:23])[O-:24].[CH3:26][C:27](=[O:28])[CH3:29].[K+:25].[c:1]1([CH3:2])[cH:3][cH:4][c:5]([S:6]([O:7][CH:11]([CH2:12][c:13]2[n:14][n:15][cH:16][cH:17][cH:18]2)[CH3:19])(=[O:8])=[O:9])[cH:10][cH:20]1>>[CH:11]([CH2:12][c:13]1[n:14][n:15][cH:16][cH:17][cH:18]1)([CH3:19])[S:23][C:21]([CH3:22])=[O:24]. The reactants are C(C)OC(=O)C1=C(N(C2=CC=C(C=C12)OC1=CC=NC2=CC(=CC=C12)Cl)C1=CC=C(C=C1)OC(F)(F)F)CC(=O)OCC (5-(7-Chloroquinolin-4-yloxy)-2-ethoxycarbonylmethyl-1-(4-trifluoromethoxy phenyl)indole-3-carboxylic acid ethyl ester), [OH-].[Na+] (NaOH), O (water). Run in CCO (EtOH). Product: C(=O)(O)CC=1N(C2=CC=C(C=C2C1C(=O)O)OC1=CC=NC2=CC(=CC=C12)Cl)C1=CC=C(C=C1)OC(F)(F)F (2-Carboxymethyl-5-(7-chloroquinolin-4-yloxy)-1-(4-trifluoromethoxyphenyl)indole-3-carboxylic acid). Reaction SMILES: C([O:3][C:4]([C:6]1[C:14]2[C:9](=[CH:10][CH:11]=[C:12]([O:15][C:16]3[C:25]4[C:20](=[CH:21][C:22]([Cl:26])=[CH:23][CH:24]=4)[N:19]=[CH:18][CH:17]=3)[CH:13]=2)[N:8]([C:27]2[CH:32]=[CH:31][C:30]([O:33][C:34]([F:37])([F:36])[F:35])=[CH:29][CH:28]=2)[C:7]=1[CH2:38][C:39]([O:41]CC)=[O:40])=[O:5])C.[OH-].[Na+].O>CCO>[C:39]([CH2:38][C:7]1[N:8]([C:27]2[CH:32]=[CH:31][C:30]([O:33][C:34]([F:37])([F:35])[F:36])=[CH:29][CH:28]=2)[C:9]2[C:14]([C:6]=1[C:4]([OH:5])=[O:3])=[CH:13][C:12]([O:15][C:16]1[C:25]3[C:20](=[CH:21][C:22]([Cl:26])=[CH:23][CH:24]=3)[N:19]=[CH:18][CH:17]=1)=[CH:11][CH:10]=2)([OH:41])=[O:40] |f:1.2|. Reported procedure: A mixture of 5-(7-chloroquinolin-4-yloxy)-2-ethoxycarbonylmethyl-1-(4-trifluoromethoxyphenyl)indole-3-carboxylic acid ethyl ester (40 mg, 0.065 mmol, see step (a) above), NaOH (50 mg), water (1 mL) and EtOH (1 mL) was heated at reflux for 1 h. The EtOH was removed in vacuo and the mixture was acidified with HCl (aq, 1 M) to pH 4. The solid was filtered off to give the title compound. Yield 33 mg (91%).